Dataset: the Open Reaction Database (ORD), a public repository of structured organic reaction records. Task: describe an organic reaction: reactants, conditions, products, and yield The reactants are FC=1C(=C(C#N)C=CC1)N1N=CC=N1 (3-fluoro-2-(2H-1,2,3-triazol-2-yl)benzonitrile), [OH-].[Na+] (NaOH), CO (MeOH), Cl (HCl). Yields the product FC=1C(=C(C(=O)O)C=CC1)N1N=CC=N1 (3-Fluoro-2-(2H-1,2,3-triazol-2-yl)benzoic acid). As a reaction SMILES: [F:1][C:2]1[C:3]([N:10]2[N:14]=[CH:13][CH:12]=[N:11]2)=[C:4]([CH:7]=[CH:8][CH:9]=1)[C:5]#N.[OH-:15].[Na+].Cl.C[OH:19]>>[F:1][C:2]1[C:3]([N:10]2[N:14]=[CH:13][CH:12]=[N:11]2)=[C:4]([CH:7]=[CH:8][CH:9]=1)[C:5]([OH:19])=[O:15] |f:1.2|. Procedure: To 3-fluoro-2-(2H-1,2,3-triazol-2-yl)benzonitrile (1.5 g, 8.0 mmol) in MeOH (30 mL) was added 2M aq. NaOH (10 mL). The reaction was heated at reflux for 15 h, then cooled to rt, acidified with 1N aq. HCl to pH=1 and extracted with DCM (2×). The combined organics were washed with brine and dried (Na2SO4). Purification via Agilent (Reverse-Phase HPLC, basic conditions) gave the title compound (290 mg, 18%). 1H NMR (CDCl3): 7.90 (s, 2H), 7.89-7.85 (m, 1H), 7.63-7.56 (m, 1H), 7.50-7.44 (m, 1H) and 3... Yield: 18.0%. Reactants: COC=1C=C2C=CN=CC2=CC1OC (6,7-dimethoxyisoquinoline), Br (hydrobromic acid). The solvent is C(C)(=O)O (acetic acid). Product: O.Br.OC=1C=C2C=CN=CC2=CC1O (6,7-dihydroxyisoquinoline hydrobromide monohydrate). The yield is 88.4%. As a reaction SMILES: C[O:2][C:3]1[CH:4]=[C:5]2[C:10](=[CH:11][C:12]=1[O:13]C)[CH:9]=[N:8][CH:7]=[CH:6]2.[BrH:15]>C(O)(=O)C>[OH2:2].[BrH:15].[OH:2][C:3]1[CH:4]=[C:5]2[C:10](=[CH:11][C:12]=1[OH:13])[CH:9]=[N:8][CH:7]=[CH:6]2 |f:3.4.5|. Procedure: 1.9 g (10 mmol) of 6,7-dimethoxyisoquinoline was dissolved in a mixture of 15 ml of acetic acid and 15 ml of 40% hydrobromic acid, and the solution was stirred under reflux for 24 hours under a nitrogen atmosphere. The reaction solution was concentrated under reduced pressure. The residue was recrystallized from a 1N hydrobromic acid aqueous solution to obtain 2.3 g (yield: 88.4%) of the above identified compound. The melting point, infrared spectrum and NMR spectrum agreed to those of the compo... Reaction SMILES: [C:13]([CH3:14])([CH3:15])([CH3:16])[O:17][C:18](=[O:19])[N:20]1[CH2:21][CH2:22][CH:23]([NH:26][c:27]2[c:28]([CH2:34][NH2:35])[cH:29][c:30]([Cl:33])[cH:31][cH:32]2)[CH2:24][CH2:25]1.[C:1](=[O:2])([n:3]1[cH:4][cH:5][n:6][cH:7]1)[n:8]1[cH:9][cH:10][n:11][cH:12]1.[CH3:36][C:37]#[N:38].[Cl:39][CH2:40][Cl:41]>>[C:1]1(=[O:2])[N:26]([CH:23]2[CH2:22][CH2:21][N:20]([C:18]([O:17][C:13]([CH3:14])([CH3:15])[CH3:16])=[O:19])[CH2:25][CH2:24]2)[c:27]2[c:28]([cH:29][c:30]([Cl:33])[cH:31][cH:32]2)[CH2:34][NH:35]1. Reactants: CC(C)(C)OC(=O)N1CCC(Nc2ccc(Cl)cc2CN)CC1, O=C(n1ccnc1)n1ccnc1, CC#N, ClCCl. Yields the product CC(C)(C)OC(=O)N1CCC(N2C(=O)NCc3cc(Cl)ccc32)CC1. Starting materials: ClC1=C(C=CC(=C1)OC)C(C)=O (2′-chloro-4′-methoxyacetophenone), S(=O)(=O)(C1=CC=C(C)C=C1)C[N+]#[C-] (tosylmethylisocyanide), CC(C)(C)[O-].[K+] (t-BuOK). Solvent: COCCOC (1,2-dimethoxyethane), CC(C)(C)O (t-BuOH). Conditions: temperature 25 celsius, time 1 hour. The product is ClC1=C(C=CC(=C1)OC)C(C#N)C (2-(2-Chloro-4-methoxy-phenyl)propionitrile). RXN SMILES: [Cl:1][C:2]1[CH:7]=[C:6]([O:8][CH3:9])[CH:5]=[CH:4][C:3]=1[C:10](=O)[CH3:11].S([CH2:23][N+:24]#[C-])(C1C=CC(C)=CC=1)(=O)=O.CC([O-])(C)C.[K+]>COCCOC.CC(O)(C)C>[Cl:1][C:2]1[CH:7]=[C:6]([O:8][CH3:9])[CH:5]=[CH:4][C:3]=1[CH:10]([CH3:11])[C:23]#[N:24] |f:2.3|. Reported procedure: A solution of 2′-chloro-4′-methoxyacetophenone (18.5 g, 0.10 mol) and tosylmethylisocyanide (TOSMIC, 21.5 g, 0.11 mol) in dry 1,2-dimethoxyethane (100 mL) was cooled to −10° C. A solution of t-BuOK (22.4 g, 0.20 mol) in dry t-BuOH (250 mL) was added slowly keeping the temperature below 5° C. The homogeneous orange solution was stirred for 2 h/0° C. and 1 h/25° C. The resulting suspension was evaporated to a slurry. Water (200 mL) was added and extracted with Et2O (3×150 mL). The organic phase wa... Reactants: C(N)(=O)[C@H](CC(C)C)NC(=O)C1=NC(=C(C=C1)Br)OCC1OCCC1 (5-bromo-6-(tetrahydro-furan-2-ylmethoxy)-pyridine-2-carboxylic acid ((S)-1-carbamoyl-3-methyl-butyl)-amide), C1(CC1)[B-](F)(F)F.[K+] (potassium cyclopropyltrifluoroborate). Yields the product NC([C@H](CC(C)C)NC(C1=NC(=C(C=C1)C1CC1)OCC1OCCC1)=O)=O (N-((S)-1-amino-4-methyl-1-oxopentan-2-yl)-5-cyclopropyl-6-((tetrahydrofuran-2-yl)methoxy)picolinamide). RXN SMILES: [C:1]([C@@H:4]([NH:9][C:10]([C:12]1[CH:17]=[CH:16][C:15](Br)=[C:14]([O:19][CH2:20][CH:21]2[CH2:25][CH2:24][CH2:23][O:22]2)[N:13]=1)=[O:11])[CH2:5][CH:6]([CH3:8])[CH3:7])(=[O:3])[NH2:2].[CH:26]1([B-](F)(F)F)[CH2:28][CH2:27]1.[K+]>>[NH2:2][C:1](=[O:3])[C@@H:4]([NH:9][C:10](=[O:11])[C:12]1[CH:17]=[CH:16][C:15]([CH:26]2[CH2:28][CH2:27]2)=[C:14]([O:19][CH2:20][CH:21]2[CH2:25][CH2:24][CH2:23][O:22]2)[N:13]=1)[CH2:5][CH:6]([CH3:8])[CH3:7] |f:1.2|. Procedure: The title compound was synthesized in analogy to Example 166 b, using 5-bromo-6-(tetrahydro-furan-2-ylmethoxy)-pyridine-2-carboxylic acid ((S)-1-carbamoyl-3-methyl-butyl)-amide (Example 186 a) and potassium cyclopropyltrifluoroborate as starting materials, MS (EI): m/e=376.2 [M+H]+.